Dataset: the Open Reaction Database (ORD), a public repository of structured organic reaction records. Task: describe an organic reaction: reactants, conditions, products, and yield Reactants: O=C(n1ccnc1)n1ccnc1, CN(C)C=O, CN(C)c1ccncc1, NC(=O)N1C(=O)Cc2cc(Cl)ccc21, O=C(O)c1ccc(C(=O)O)s1. Product: NC(=O)N1C(=O)C(C(=O)c2ccc(C(=O)O)s2)c2cc(Cl)ccc21. Reaction SMILES: [C:12]([n:13]1[cH:14][cH:15][n:16][cH:17]1)([n:18]1[cH:19][cH:20][n:21][cH:22]1)=[O:23].[CH3:38][N:39]([CH3:40])[CH:41]=[O:42].[CH3:43][N:44]([c:45]1[cH:46][cH:47][n:48][cH:49][cH:50]1)[CH3:51].[Cl:24][c:25]1[cH:26][c:27]2[c:31]([cH:32][cH:33]1)[N:30]([C:34](=[O:35])[NH2:36])[C:29](=[O:37])[CH2:28]2.[s:1]1[c:2]([C:9](=[O:10])[OH:11])[cH:3][cH:4][c:5]1[C:6](=[O:7])[OH:8]>>[s:1]1[c:2]([C:9](=[O:11])[CH:28]2[c:27]3[cH:26][c:25]([Cl:24])[cH:33][cH:32][c:31]3[N:30]([C:34](=[O:35])[NH2:36])[C:29]2=[O:37])[cH:3][cH:4][c:5]1[C:6](=[O:7])[OH:8]. Reactants: P(Br)(Br)Br (Phosphorus tribromide), O=C1C=CC2=C(C[C@@H]3CCCN([C@H]3C2)CCC)N1 ((±)-trans-2-oxo-6-propyl-1,2,5,5a,6,7,8,9,9a,10-decahydropyrido[2,3-g]quinoline). The solvent is CN(C=O)C (dimethylformamide). The product is Br.Br.BrC=1C=CC2=C(C[C@@H]3CCCN([C@H]3C2)CCC)N1 ((±)-trans-2-Bromo-6-propyl-5,5a,6,7,8,9,9a, 10-octahydropyrido[2,3-g]quinoline dihydrobromide). Isolated yield 42.7%. RXN SMILES: P(Br)(Br)[Br:2].O=[C:6]1[NH:22][C:10]2[CH2:11][C@H:12]3[C@H:17]([CH2:18][C:9]=2[CH:8]=[CH:7]1)[N:16]([CH2:19][CH2:20][CH3:21])[CH2:15][CH2:14][CH2:13]3>CN(C)C=O>[BrH:2].[BrH:2].[Br:2][C:6]1[CH:7]=[CH:8][C:9]2[CH2:18][C@H:17]3[C@@H:12]([CH2:13][CH2:14][CH2:15][N:16]3[CH2:19][CH2:20][CH3:21])[CH2:11][C:10]=2[N:22]=1 |f:3.4.5|. Procedure details: Phosphorus tribromide (30.7 mL, 87.5 g, 324 mMol) was added dropwise over 22 hours to a solution of (±)-trans-2-oxo-6-propyl-1,2,5,5a,6,7,8,9,9a,10-decahydropyrido[2,3-g]quinoline (1.50 g, 6.06 mMol) in dimethylformamide (100 mL) at 100° C. The reaction was quenched by the dropwise addition of water (50 mL). This mixture was poured over ice and made basic by addition of NH4OH and extracted with methylene chloride. The extract was dried (Na2SO4) and concentrated to give a brown oil. Purification ...